Dataset: the Open Reaction Database (ORD), a public repository of structured organic reaction records. Task: describe an organic reaction: reactants, conditions, products, and yield Starting materials: CC#N, Cl, NC(=O)c1ccn2cc(Cn3ccc4c(C(=O)c5c(F)cc(F)cc5F)c[nH]c4c3=O)nc2c1, O. Product: O=C(O)c1ccn2cc(Cn3ccc4c(C(=O)c5c(F)cc(F)cc5F)c[nH]c4c3=O)nc2c1. As a reaction SMILES: [CH3:37][C:38]#[N:39].[ClH:35].[O:1]=[c:2]1[n:3]([CH2:22][c:23]2[n:24][c:25]3[n:26]([cH:27][cH:28][c:29]([C:31](=[O:32])[NH2:33])[cH:30]3)[cH:34]2)[cH:4][cH:5][c:6]2[c:7]1[nH:8][cH:9][c:10]2[C:11]([c:12]1[c:13]([F:20])[cH:14][c:15]([F:19])[cH:16][c:17]1[F:18])=[O:21].[OH2:36]>>[O:1]=[c:2]1[n:3]([CH2:22][c:23]2[n:24][c:25]3[n:26]([cH:27][cH:28][c:29]([C:31](=[O:32])[OH:36])[cH:30]3)[cH:34]2)[cH:4][cH:5][c:6]2[c:7]1[nH:8][cH:9][c:10]2[C:11]([c:12]1[c:13]([F:20])[cH:14][c:15]([F:19])[cH:16][c:17]1[F:18])=[O:21]. Product: C(CC)C1=CC2=C(N=CN=C2O)S1 (6-propylthieno[2,3-d]pyrimidin-4-ol). Reactants: NC=1SC(=CC1C(=O)OCC)CCC (ethyl 2-amino-5-propylthiophene-3-carboxylate), C(=O)N (formamide). Reported procedure: The product of example 3a was reacted with excess formamide at reflux for 3 hours. The reaction mixture was quenched with water and the resulting precipitate was collected by filtration and washed with water and dried under vacuum to provide the title compound. Reaction SMILES: [NH2:1][C:2]1[S:3][C:4]([CH2:12][CH2:13][CH3:14])=[CH:5][C:6]=1[C:7](OCC)=[O:8].[CH:15]([NH2:17])=O>>[CH2:12]([C:4]1[S:3][C:2]2[N:1]=[CH:15][N:17]=[C:7]([OH:8])[C:6]=2[CH:5]=1)[CH2:13][CH3:14]. The reactants are O=C1c2ccccc2NCC2CCCN12, O=C(O)c1ccc(NC(=O)c2ccccc2-c2ccccc2)cc1. Yields the product O=C(Nc1ccc(C(=O)N2CC3CCCN3C(=O)c3ccccc32)cc1)c1ccccc1-c1ccccc1. RXN SMILES: [CH2:1]1[CH2:2][CH2:3][N:4]2[CH:5]1[CH2:6][NH:7][c:8]1[c:9]([cH:12][cH:13][cH:14][cH:15]1)[C:10]2=[O:11].[c:16]1(-[c:22]2[c:23]([C:24](=[O:25])[NH:26][c:27]3[cH:28][cH:29][c:30]([C:31](=[O:32])[OH:33])[cH:34][cH:35]3)[cH:36][cH:37][cH:38][cH:39]2)[cH:17][cH:18][cH:19][cH:20][cH:21]1>>[CH2:1]1[CH2:2][CH2:3][N:4]2[CH:5]1[CH2:6][N:7]([C:31]([c:30]1[cH:29][cH:28][c:27]([NH:26][C:24]([c:23]3[c:22](-[c:16]4[cH:17][cH:18][cH:19][cH:20][cH:21]4)[cH:39][cH:38][cH:37][cH:36]3)=[O:25])[cH:35][cH:34]1)=[O:32])[c:8]1[c:9]([cH:12][cH:13][cH:14][cH:15]1)[C:10]2=[O:11]. Starting materials: COC(=O)c1cccc2oc(N3C(C)CNCC3C)nc12, CC(=O)Cl, ClCCl, c1ccncc1. Yields the product COC(=O)c1cccc2oc(N3C(C)CN(C(C)=O)CC3C)nc12. RXN SMILES: [CH3:1][CH:2]1[N:3]([c:9]2[o:10][c:11]3[c:12]([n:13]2)[c:14]([C:18](=[O:19])[O:20][CH3:21])[cH:15][cH:16][cH:17]3)[CH:4]([CH3:8])[CH2:5][NH:6][CH2:7]1.[CH3:28][C:29]([Cl:30])=[O:31].[Cl:32][CH2:33][Cl:34].[cH:22]1[cH:23][cH:24][n:25][cH:26][cH:27]1>>[CH3:1][CH:2]1[N:3]([c:9]2[o:10][c:11]3[c:12]([n:13]2)[c:14]([C:18](=[O:19])[O:20][CH3:21])[cH:15][cH:16][cH:17]3)[CH:4]([CH3:8])[CH2:5][N:6]([C:29]([CH3:28])=[O:31])[CH2:7]1.